This data is from the Open Reaction Database (ORD), a public repository of structured organic reaction records. The task is: describe an organic reaction: reactants, conditions, products, and yield The reactants are Cn1cc2cccc(B3OC(C)(C)C(C)(C)O3)c2n1, Clc1cnc(Cl)c(Cl)c1, [K+], [K+], [K+], CN(C)C=O, O, O=P([O-])([O-])[O-]. Yields the product Cn1cc2cccc(-c3ncc(Cl)cc3Cl)c2n1. As a reaction SMILES: [CH3:1][n:2]1[n:3][c:4]2[c:5]([B:11]3[O:12][C:13]([CH3:14])([CH3:15])[C:16]([CH3:17])([CH3:18])[O:19]3)[cH:6][cH:7][cH:8][c:9]2[cH:10]1.[Cl:20][c:21]1[n:22][cH:23][c:24]([Cl:28])[cH:25][c:26]1[Cl:27].[K+:39].[K+:40].[K+:41].[O:29]=[CH:30][N:31]([CH3:32])[CH3:33].[OH2:42].[P:34]([O-:35])([O-:36])([O-:37])=[O:38]>>[CH3:1][n:2]1[n:3][c:4]2[c:5](-[c:21]3[n:22][cH:23][c:24]([Cl:28])[cH:25][c:26]3[Cl:27])[cH:6][cH:7][cH:8][c:9]2[cH:10]1. Solvent: C(C)(=O)OC (methyl acetate), C(C)(=O)OC (methyl acetate). RXN SMILES: [CH3:1][C:2]1[CH:11]=[CH:10][CH:9]=[C:8]([N+:12]([O-:14])=[O:13])[C:3]=1[C:4]([O:6][CH3:7])=[O:5].[Br:15]N1C(C)(C)C(=O)N(Br)C1=O.N(C(C)(C)C#N)=NC(C)(C)C#N.CC1C=CC=C([N+]([O-])=O)C=1C([O-])=O>C(OC)(=O)C>[Br:15][CH2:1][C:2]1[CH:11]=[CH:10][CH:9]=[C:8]([N+:12]([O-:14])=[O:13])[C:3]=1[C:4]([O:6][CH3:7])=[O:5]. Product: BrCC1=C(C(=O)OC)C(=CC=C1)[N+](=O)[O-] (Methyl 2-bromomethyl-6-nitrobenzoate). Conditions: temperature 16.5 celsius, time 55 minute. Procedure details: A mixture of methyl 2-methyl-6-nitrobenzoate (200.0 g, 1.02 moles, previously prepared), 1,3-dibromo-5,5-dimethylhydantoin (DBH, 162.0 g, 0.57 mole, from Aldrich Chemicals) and methyl acetate (1.20 L, from Aldrich Chemicals) was charged into a 3-L three-necked flask at about 20-25° C. under nitrogen. After the reaction mixture was refluxed for 0.5-1 hour, a solution of 2,2′-azobisisobutyronitrile (AIBN, 8.6 g, 52 mmol, from Aldrich Chemicals) in 100 mL of methyl acetate was charged over 15-30 mi... Starting materials: BrN1C(=O)N(C(=O)C1(C)C)Br (1,3-dibromo-5,5-dimethylhydantoin), CC1=C(C(=O)OC)C(=CC=C1)[N+](=O)[O-] (methyl 2-methyl-6-nitrobenzoate), CC1=C(C(=O)[O-])C(=CC=C1)[N+](=O)[O-] (2-methyl-6-nitrobenzoate), N(=NC(C#N)(C)C)C(C#N)(C)C (2,2′-azobisisobutyronitrile).